This data is from the Open Reaction Database (ORD), a public repository of structured organic reaction records. The task is: describe an organic reaction: reactants, conditions, products, and yield Reactants: CC1=CC=C(C(=N1)CC#N)[N+](=O)[O-] ((6-methyl-3-nitro-2-pyridyl)-acetonitrile), C(C)(=O)O.C(C)O (acetic acid ethanol), [K+].[Br-] (KBr), 7k. Reagents/catalysts: [Ni] (Raney nickel). The solvent is CO (methanol), C(Cl)Cl (methylene chloride). Reaction conditions: time 4 hour. Product: CC1=CC=C2C(=N1)C=CN2 (5-Methylpyrrolo[ 3,2-b]pyridine). As a reaction SMILES: [CH3:1][C:2]1[N:7]=[C:6]([CH2:8][C:9]#N)[C:5]([N+:11]([O-])=O)=[CH:4][CH:3]=1.C(O)(=O)C.C(O)C.[K+].[Br-]>[Ni].CO.C(Cl)Cl>[CH3:1][C:2]1[N:7]=[C:6]2[CH:8]=[CH:9][NH:11][C:5]2=[CH:4][CH:3]=1 |f:1.2,3.4|. Reported procedure: A mixture of (6-methyl-3-nitro-2-pyridyl)-acetonitrile (1.83 g, 10.3 mmol),Raney nickel (0.20 g) and acetic acid/ethanol (3:7) was shaken under an atmosphere of hydrogen for 4 hours. The resulting mixture was filtered, and the filtrate was evaporated under reduced pressure. The residual oil was partitioned between saturated sodium hydrogen carbonate (25 mL) and ethyl acetate (25 mL). The organic layer was removed, and the aqueous layer was extracted with ethyl acetate (2×25 mL). The organic extr... Starting materials: ClCCl, CCCCc1nc2c(N)nc3ccccc3c2n1CCCN(CCCO)Cc1cccc(CC(=O)OC)c1, O=S(Cl)Cl. Yields the product CCCCc1nc2c(N)nc3ccccc3c2n1CCCN(CCCCl)Cc1cccc(CC(=O)OC)c1. As a reaction SMILES: [Cl:43][CH2:44][Cl:45].[NH2:1][c:2]1[n:3][c:4]2[cH:5][cH:6][cH:7][cH:8][c:9]2[c:10]2[c:11]1[n:12][c:13]([CH2:35][CH2:36][CH2:37][CH3:38])[n:14]2[CH2:15][CH2:16][CH2:17][N:18]([CH2:19][CH2:20][CH2:21][OH:22])[CH2:23][c:24]1[cH:25][c:26]([CH2:30][C:31](=[O:32])[O:33][CH3:34])[cH:27][cH:28][cH:29]1.[S:39]([Cl:40])([Cl:41])=[O:42]>>[NH2:1][c:2]1[n:3][c:4]2[cH:5][cH:6][cH:7][cH:8][c:9]2[c:10]2[c:11]1[n:12][c:13]([CH2:35][CH2:36][CH2:37][CH3:38])[n:14]2[CH2:15][CH2:16][CH2:17][N:18]([CH2:19][CH2:20][CH2:21][Cl:41])[CH2:23][c:24]1[cH:25][c:26]([CH2:30][C:31](=[O:32])[O:33][CH3:34])[cH:27][cH:28][cH:29]1. The reactants are OC=1C=C(C=NC1)C=1C=C2CCCN(C2=NC1)C(=O)N (6-(5-hydroxy-pyridin-3-yl)-3,4-dihydro-2H-[1,8]naphthyridine-1-carboxylic acid amide), BrCC1CCOCC1 (4-(bromomethyl)tetrahydropyran), C([O-])([O-])=O.[Cs+].[Cs+] (cesium carbonate), resultant mixture, O (Water). Run in CC(=O)N(C)C (DMA). Product: O1CCC(CC1)COC=1C=C(C=NC1)C=1C=C2CCCN(C2=NC1)C(=O)N (6-[5-(Tetrahydro-pyran-4-ylmethoxy)-pyridin-3-yl]-3,4-dihydro-2H-[1,8]naphthyridine-1-carboxylic acid amide). Isolated yield 50.2%. Reaction SMILES: [OH:1][C:2]1[CH:3]=[C:4]([C:8]2[CH:9]=[C:10]3[C:15](=[N:16][CH:17]=2)[N:14]([C:18]([NH2:20])=[O:19])[CH2:13][CH2:12][CH2:11]3)[CH:5]=[N:6][CH:7]=1.Br[CH2:22][CH:23]1[CH2:28][CH2:27][O:26][CH2:25][CH2:24]1.C(=O)([O-])[O-].[Cs+].[Cs+].O>CC(N(C)C)=O>[O:26]1[CH2:27][CH2:28][CH:23]([CH2:22][O:1][C:2]2[CH:3]=[C:4]([C:8]3[CH:9]=[C:10]4[C:15](=[N:16][CH:17]=3)[N:14]([C:18]([NH2:20])=[O:19])[CH2:13][CH2:12][CH2:11]4)[CH:5]=[N:6][CH:7]=2)[CH2:24][CH2:25]1 |f:2.3.4|. Procedure: To a solution of 6-(5-hydroxy-pyridin-3-yl)-3,4-dihydro-2H-[1,8]naphthyridine-1-carboxylic acid amide (25 mg, 0.092 mmol) in DMA (1 mL) is added 4-(bromomethyl)tetrahydropyran (20 mg, 0.11 mmol) and cesium carbonate (36 mg, 0.11 mmol). The resultant mixture is stirred at 70° C. for 16 h. Water is added and the mixture is extracted with EtOAc. The organic layers are combined, washed with brine and dried (Na2SO4). The solvent is evaporated and the crude product is purified by silica gel column elu... Starting materials: CCN(C(C)C)C(C)C (DIPEA), NC1=CC=C(C=N1)C#CC=1C(=NC=CC1C1=CC(=C(C(=O)O)C=C1)Cl)CC (4-[3-(6-Amino-pyridin-3-ylethynyl)-2-ethyl-pyridin-4-yl]-2-chloro-benzoic acid), C=1C=CC2=C(C1)N=NN2O (HOBt), C(C)N1CCNCC1 (N-ethyl piperazine), C(CCl)Cl (EDC). The solvent is O.C(C)#N (H2O ACN), CN(C)C=O (DMF). Yields the product NC1=CC=C(C=N1)C#CC=1C(=NC=CC1C1=CC(=C(C=C1)C(=O)N1CCN(CC1)CC)Cl)CC ({4-[3-(6-Amino-pyridin-3-ylethynyl)-2-ethyl-pyridin-4-yl]-2-chloro-phenyl}-(4-ethyl-piperazin-1-yl)-methanone). Reaction SMILES: [NH2:1][C:2]1[N:7]=[CH:6][C:5]([C:8]#[C:9][C:10]2[C:11]([CH2:26][CH3:27])=[N:12][CH:13]=[CH:14][C:15]=2[C:16]2[CH:24]=[CH:23][C:19]([C:20]([OH:22])=O)=[C:18]([Cl:25])[CH:17]=2)=[CH:4][CH:3]=1.[CH2:28]([N:30]1[CH2:35][CH2:34][NH:33][CH2:32][CH2:31]1)[CH3:29].C(Cl)CCl.C1C=CC2N(O)N=NC=2C=1.CCN(C(C)C)C(C)C>CN(C=O)C.O.C(#N)C>[NH2:1][C:2]1[N:7]=[CH:6][C:5]([C:8]#[C:9][C:10]2[C:11]([CH2:26][CH3:27])=[N:12][CH:13]=[CH:14][C:15]=2[C:16]2[CH:24]=[CH:23][C:19]([C:20]([N:33]3[CH2:34][CH2:35][N:30]([CH2:28][CH3:29])[CH2:31][CH2:32]3)=[O:22])=[C:18]([Cl:25])[CH:17]=2)=[CH:4][CH:3]=1 |f:6.7|. Procedure: The title compound is synthesized according to general procedure GP5 starting from 100 mg (0.27 mmol) 4-[3-(6-Amino-pyridin-3-ylethynyl)-2-ethyl-pyridin-4-yl]-2-chloro-benzoic acid (A-40) using 40 mg (0.40 mmoL) N-ethyl piperazine, 102 mg (0.53 mmol) EDC, 72 mg (0.53 mmol) HOBt and 68 mg (0.53 mmol) DIPEA in 1.2 mL DMF. After completion of the reaction, the reaction mixture is filtered and the product is isolated from the obtained solution by RP-HPLC using a H2O/ACN-gradient. Yield: 67 mg (53%). Reactants: BrC=1C(=C2C=NN(C2=CC1)C)OCC1CC1 (5-bromo-4-(cyclopropylmethoxy)-1-methyl-1H-indazole), CN1C(C2=C(C(=C1)B1OC(C(O1)(C)C)(C)C)C=CN2S(=O)(=O)C2=CC=C(C=C2)C)=O (6-methyl-1-[(4-methylphenyl)sulfonyl]-4-(4,4,5,5-tetramethyl-1,3,2-dioxaborolan-2-yl)-1,6-dihydro-7H-pyrrolo[2,3-c]pyridin-7-one). Product: C1(CC1)COC1=C2C=NN(C2=CC=C1C=1C2=C(C(N(C1)C)=O)N(C=C2)S(=O)(=O)C2=CC=C(C=C2)C)C (4-[4-(Cyclopropylmethoxy)-1-methyl-1H-indazol-5-yl]-6-methyl-1-[(4-methylphenyl)sulfonyl]-1,6-dihydro-7H-pyrrolo[2,3-c]pyridin-7-one). RXN SMILES: Br[C:2]1[C:3]([O:12][CH2:13][CH:14]2[CH2:16][CH2:15]2)=[C:4]2[C:8](=[CH:9][CH:10]=1)[N:7]([CH3:11])[N:6]=[CH:5]2.[CH3:17][N:18]1[CH:23]=[C:22](B2OC(C)(C)C(C)(C)O2)[C:21]2[CH:33]=[CH:34][N:35]([S:36]([C:39]3[CH:44]=[CH:43][C:42]([CH3:45])=[CH:41][CH:40]=3)(=[O:38])=[O:37])[C:20]=2[C:19]1=[O:46]>>[CH:14]1([CH2:13][O:12][C:3]2[C:2]([C:22]3[C:21]4[CH:33]=[CH:34][N:35]([S:36]([C:39]5[CH:44]=[CH:43][C:42]([CH3:45])=[CH:41][CH:40]=5)(=[O:38])=[O:37])[C:20]=4[C:19](=[O:46])[N:18]([CH3:17])[CH:23]=3)=[CH:10][CH:9]=[C:8]3[C:4]=2[CH:5]=[N:6][N:7]3[CH3:11])[CH2:16][CH2:15]1. Procedure details: This compound was synthesized according to the procedure of Example 10, Step 5, using 5-bromo-4-(cyclopropylmethoxy)-1-methyl-1H-indazole and 6-methyl-1-[(4-methylphenyl)sulfonyl]-4-(4,4,5,5-tetramethyl-1,3,2-dioxaborolan-2-yl)-1,6-dihydro-7H-pyrrolo[2,3-c]pyridin-7-one as the starting materials. LCMS calculated for C27H27N4O4S (M+H)+: m/z=503.2. found: 503.1. Starting materials: BrC1=C(C=CC=C1C)C (2-bromo-m-xylene), C(C=C)N1C(C=2C(C1=O)=CC=CC2)=O (N-allylphthalimide), 0.56, C(C)(=O)[O-] (acetate), 1.44, C1(=CC=CC=C1)P(C1=CC=CC=C1)C1=CC=CC=C1 (triphenylphosphine). The solvent is C(C)N(CC)CC (triethylamine), CCOCC (ether), O (water). Reaction conditions: temperature 100 celsius. Product: CC1=C(C(=CC=C1)C)C=CCN1C(C2=CC=CC=C2C1=O)=O (2-[3-(2,6-dimethylphenyl)-2-propenyl]-1H-isoindole-1,3(2H)-dione). Reaction SMILES: Br[C:2]1[C:7]([CH3:8])=[CH:6][CH:5]=[CH:4][C:3]=1[CH3:9].[CH2:10]([N:13]1[C:17](=[O:18])[C:16]2=[CH:19][CH:20]=[CH:21][CH:22]=[C:15]2[C:14]1=[O:23])[CH:11]=[CH2:12].C([O-])(=O)C.C1(P(C2C=CC=CC=2)C2C=CC=CC=2)C=CC=CC=1>C(N(CC)CC)C.CCOCC.O>[CH3:9][C:3]1[CH:4]=[CH:5][CH:6]=[C:7]([CH3:8])[C:2]=1[CH:12]=[CH:11][CH2:10][N:13]1[C:17](=[O:18])[C:16]2[C:15](=[CH:22][CH:21]=[CH:20][CH:19]=2)[C:14]1=[O:23]. Procedure details: A mixture 9.3 g (50 mmole) of 2-bromo-m-xylene, 15.0 g (80 mmole) of N-allylphthalimide, 0.56 (2.5 mmole) of paladium acetate and 1.44 (5.5 mmole) of triphenylphosphine were dissolved in 111 ml of triethylamine. The solution was placed in a sealed container and heated at 100° C. for 24 hours. The reaction was then diluted with 800 ml of ether and 200 ml of water. The aqueous layer was separated and the organic washed twice with 100 ml portions of 2N HCl. After filtering the organic phase, washin... Reactants: C(C1=CC=CC=C1)C1=CN(C2=CC=CC=C12)CC(=O)OC (Methyl (3-benzylindol-1-yl)acetate), C(C(C)C)[Mg]Cl (isobutyl magnesium chloride), CCOCC (Et2O). Run in C1CCOC1 (THF). Reaction conditions: temperature 0 celsius. Product: CC(CC(CN1C=CC2=CC=CC=C12)=O)C (1-(4-Methyl-2-oxopentyl)indole). As a reaction SMILES: C([C:8]1[C:16]2[C:11](=[CH:12][CH:13]=[CH:14][CH:15]=2)[N:10]([CH2:17][C:18]([O:20]C)=O)[CH:9]=1)C1C=CC=CC=1.[CH2:22]([Mg]Cl)[CH:23]([CH3:25])[CH3:24].CCOCC>C1COCC1>[CH3:22][CH:23]([CH3:25])[CH2:24][C:18](=[O:20])[CH2:17][N:10]1[C:11]2[C:16](=[CH:15][CH:14]=[CH:13][CH:12]=2)[CH:8]=[CH:9]1. Reported procedure: To a solution of methyl indol-1-ylacetate (1.13 g, 5.9 mmol) from Example 1, Step 1, in THF at -78° C. was added dropwise a solution of 2M isobutyl magnesium chloride in Et2O (3.3 mL, 6.6 mmol). The reaction mixture was warmed up to 0° C. and kept at this temperature until the starting material disappeared. The reaction mixture was quenched with a 0.5M solution of Na and K tartrate and extracted with EtOAc. The extract was washed with a solution of NH4OAc, dried over MgSO4 and evaporated to dryn... Starting materials: CO, COC(=O)C1(NC(=O)c2ccc(COc3ccc(-c4ccccc4)cc3)o2)CCCC1, [Li+], C1CCOC1, [OH-], O, O. Product: O=C(NC1(C(=O)O)CCCC1)c1ccc(COc2ccc(-c3ccccc3)cc2)o1. RXN SMILES: [CH3:41][OH:42].[CH3:4][O:5][C:6](=[O:7])[C:8]1([NH:13][C:14](=[O:15])[c:16]2[o:17][c:18]([CH2:21][O:22][c:23]3[cH:24][cH:25][c:26](-[c:29]4[cH:30][cH:31][cH:32][cH:33][cH:34]4)[cH:27][cH:28]3)[cH:19][cH:20]2)[CH2:9][CH2:10][CH2:11][CH2:12]1.[Li+:3].[O:36]1[CH2:37][CH2:38][CH2:39][CH2:40]1.[OH-:2].[OH2:1].[OH2:35]>>[O:5]=[C:6]([OH:7])[C:8]1([NH:13][C:14](=[O:15])[c:16]2[o:17][c:18]([CH2:21][O:22][c:23]3[cH:24][cH:25][c:26](-[c:29]4[cH:30][cH:31][cH:32][cH:33][cH:34]4)[cH:27][cH:28]3)[cH:19][cH:20]2)[CH2:9][CH2:10][CH2:11][CH2:12]1.